This data is from the Open Reaction Database (ORD), a public repository of structured organic reaction records. The task is: describe an organic reaction: reactants, conditions, products, and yield Reactants: FC1=NC=CC(=C1C)I (2-Fluoro-4-iodo-3-methylpyridine), CNC1=CC=CC=C1 (N-methylaniline). The product is IC1=C(C(=NC=C1)N(C1=CC=CC=C1)C)C (4-iodo-N,3-dimethyl-N-phenylpyridin-2-amine). As a reaction SMILES: F[C:2]1[C:7]([CH3:8])=[C:6]([I:9])[CH:5]=[CH:4][N:3]=1.[CH3:10][NH:11][C:12]1[CH:17]=[CH:16][CH:15]=[CH:14][CH:13]=1>>[I:9][C:6]1[CH:5]=[CH:4][N:3]=[C:2]([N:11]([CH3:10])[C:12]2[CH:17]=[CH:16][CH:15]=[CH:14][CH:13]=2)[C:7]=1[CH3:8]. Procedure: 2-Fluoro-4-iodo-3-methylpyridine (700 mg) in N-methylaniline (2.5 mL) was heated at 180° C. in a Biotage Initiator microwave reactor for 18 hours. The reaction mixture was loaded onto a silica gel cartridge, and was eluted with 0-100% dichloromethane in hexanes to provide the title compound. Starting materials: ClC1=NC(=CC(=C1)C1=NN(C=N1)\C=C/C(=O)OC(C)C)OC(C)C ((Z)-isopropyl 3-(3-(2-chloro-6-isopropoxypyridin-4-yl)-1H-1,2,4-triazol-1-yl)acrylate), ClC1=NC(=CC(=C1)C1=NN(C=N1)\C=C/C(=O)OC(C)C)OC ((Z)-isopropyl 3-(3-(2-chloro-6-methoxypyridin-4-yl)-1H-1,2,4-triazol-1-yl)acrylate). Yields the product ClC1=NC(=CC(=C1)C1=NN(C=N1)\C=C/C=1OC=NN1)OC(C)C ((Z)-2-(2-(3-(2-chloro-6-isopropoxypyridin-4-yl)-1H-1,2,4-triazol-1-yl)vinyl)-1,3,4-oxadiazole). Reaction SMILES: [Cl:1][C:2]1[CH:7]=[C:6]([C:8]2[N:12]=[CH:11][N:10](/[CH:13]=[CH:14]\[C:15]([O:17][CH:18](C)C)=O)[N:9]=2)[CH:5]=[C:4]([O:21][CH:22]([CH3:24])[CH3:23])[N:3]=1.ClC1C=C(C2N=C[N:34](/C=C\C(OC(C)C)=O)[N:33]=2)C=C(OC)N=1>>[Cl:1][C:2]1[CH:7]=[C:6]([C:8]2[N:12]=[CH:11][N:10](/[CH:13]=[CH:14]\[C:15]3[O:17][CH:18]=[N:33][N:34]=3)[N:9]=2)[CH:5]=[C:4]([O:21][CH:22]([CH3:24])[CH3:23])[N:3]=1. Procedure: (Z)-isopropyl 3-(3-(2-chloro-6-isopropoxypyridin-4-yl)-1H-1,2,4-triazol-1-yl)acrylate, was synthesized by analogy to the synthesis of (Z)-isopropyl 3-(3-(2-chloro-6-methoxypyridin-4-yl)-1H-1,2,4-triazol-1-yl)acrylate in Example 7. The reactants are CN(C)C=O, BrCC1CC1, ClCCl, [H-], [Na+], [Na+], [Na+], O=S(=O)([O-])[O-], O, O=C1Cc2ccccc2-c2ccccc2N1. Product: O=C1Cc2ccccc2-c2ccccc2N1CC1CC1. As a reaction SMILES: [CH3:31][N:32]([CH3:33])[CH:34]=[O:35].[CH:19]1([CH2:22][Br:23])[CH2:20][CH2:21]1.[Cl:36][CH2:37][Cl:38].[H-:17].[Na+:18].[Na+:24].[Na+:25].[O-:26][S:27](=[O:28])(=[O:29])[O-:30].[OH2:39].[cH:1]1[cH:2][cH:3][cH:4][c:5]2[c:11]1-[c:10]1[c:9]([cH:15][cH:14][cH:13][cH:12]1)[CH2:8][C:7](=[O:16])[NH:6]2>>[cH:1]1[cH:2][cH:3][cH:4][c:5]2[c:11]1-[c:10]1[c:9]([cH:15][cH:14][cH:13][cH:12]1)[CH2:8][C:7](=[O:16])[N:6]2[CH2:22][CH:19]1[CH2:20][CH2:21]1. The reactants are [BH4-].[Na+] (sodium borohydride), ClCCCCC[C@H]1[C@H]2[C@@H]3CCC([C@@]3(C)C[C@@H]([C@@H]2C=2C=CC(=CC2C1)O)F)=O (7α-(5-chloropentyl)-11β-fluoro-3-hydroxy-estra-1,3,5(10)-trien-17-one), [Cl-].[Na+] (sodium chloride). The solvent is CO (methanol). Conditions: temperature 0 celsius, time 30 minute. Yields the product ClCCCCC[C@H]1[C@H]2[C@@H]3CC[C@@H]([C@@]3(C)C[C@@H]([C@@H]2C=2C=CC(=CC2C1)O)F)O (7α-(5-chloropentyl)-11β-fluor-estra-1,3,5(10)-triene-3,17β-diol). The yield is 85.4%. As a reaction SMILES: [Cl:1][CH2:2][CH2:3][CH2:4][CH2:5][CH2:6][C@@H:7]1[CH2:24][C:23]2[CH:22]=[C:21]([OH:25])[CH:20]=[CH:19][C:18]=2[C@@H:17]2[C@@H:8]1[C@H:9]1[C@@:13]([CH2:15][C@@H:16]2[F:26])([CH3:14])[C:12](=[O:27])[CH2:11][CH2:10]1.[BH4-].[Na+].[Cl-].[Na+]>CO>[Cl:1][CH2:2][CH2:3][CH2:4][CH2:5][CH2:6][C@@H:7]1[CH2:24][C:23]2[CH:22]=[C:21]([OH:25])[CH:20]=[CH:19][C:18]=2[C@@H:17]2[C@@H:8]1[C@H:9]1[C@@:13]([CH2:15][C@@H:16]2[F:26])([CH3:14])[C@@H:12]([OH:27])[CH2:11][CH2:10]1 |f:1.2,3.4|. Reported procedure: 5.0 g of 7α-(5-chloropentyl)-11β-fluoro-3-hydroxy-estra-1,3,5(10)-trien-17-one is dissolved in 100 ml of methanol and mixed in portions at 0° C. with 0.96 g of sodium borohydride. After 30 minutes of stirring at 0° C., the reaction mixture is added to semi-saturated sodium chloride solution, extracted 3 times with ethyl acetate and washed once with saturated common salt solution. After drying on magnesium sulfate, it is concentrated by evaporation in a vacuum. Preparative column chromatography o... Starting materials: CCOC(=O)CCCC(=O)c1cc(Cl)ccc1OCC(=O)N1CC(C)N(Cc2ccc(F)cc2)CC1C, CO, Cl, [Li+], C1CCOC1, [OH-], O, O. Yields the product CC1CN(C(=O)COc2ccc(Cl)cc2C(=O)CCCC(=O)O)C(C)CN1Cc1ccc(F)cc1. Reaction SMILES: [CH2:1]([CH3:2])[O:3][C:4]([CH2:5][CH2:6][CH2:7][C:8](=[O:9])[c:10]1[c:11]([O:17][CH2:18][C:19](=[O:20])[N:21]2[CH:22]([CH3:36])[CH2:23][N:24]([CH2:28][c:29]3[cH:30][cH:31][c:32]([F:35])[cH:33][cH:34]3)[CH:25]([CH3:27])[CH2:26]2)[cH:12][cH:13][c:14]([Cl:16])[cH:15]1)=[O:37].[CH3:48][OH:49].[ClH:46].[Li+:45].[O:38]1[CH2:39][CH2:40][CH2:41][CH2:42]1.[OH-:44].[OH2:43].[OH2:47]>>[O:3]=[C:4]([CH2:5][CH2:6][CH2:7][C:8](=[O:9])[c:10]1[c:11]([O:17][CH2:18][C:19](=[O:20])[N:21]2[CH:22]([CH3:36])[CH2:23][N:24]([CH2:28][c:29]3[cH:30][cH:31][c:32]([F:35])[cH:33][cH:34]3)[CH:25]([CH3:27])[CH2:26]2)[cH:12][cH:13][c:14]([Cl:16])[cH:15]1)[OH:37]. The reactants are [Al+3], Brc1cnc2[nH]ccc2c1, O=C(Cl)c1ccccc1, [Cl-], [Cl-], [Cl-], ClCCl. Product: O=C(c1ccccc1)c1c[nH]c2ncc(Br)cc12. RXN SMILES: [Al+3:2].[Br:5][c:6]1[cH:7][c:8]2[c:9]([n:10][cH:11]1)[nH:12][cH:13][cH:14]2.[C:15]([c:16]1[cH:17][cH:18][cH:19][cH:20][cH:21]1)(=[O:22])[Cl:23].[Cl-:1].[Cl-:3].[Cl-:4].[Cl:24][CH2:25][Cl:26]>>[Br:5][c:6]1[cH:7][c:8]2[c:9]([n:10][cH:11]1)[nH:12][cH:13][c:14]2[C:15]([c:16]1[cH:17][cH:18][cH:19][cH:20][cH:21]1)=[O:22].